This data is from the Open Reaction Database (ORD), a public repository of structured organic reaction records. The task is: describe an organic reaction: reactants, conditions, products, and yield Starting materials: solid, COC(COC1=C(C=C(C=C1C1=CC=CC=C1)[N+](=O)[O-])C1=CC=CC=C1)=O ((5′-nitro-[1,1′;3′,1″]terphenyl-2′-yloxy)acetic acid methyl ester), [K+].[Br-] (KBr). Product: [N+](=O)([O-])C=1C=C(C(=C(C1)C1=CC=CC=C1)OCC(=O)O)C1=CC=CC=C1 ((5′-Nitro-[1,1′;3′,1″]terphenyl-2′-yloxy)-acetic acid). Reaction SMILES: C[O:2][C:3](=[O:27])[CH2:4][O:5][C:6]1[C:11]([C:12]2[CH:17]=[CH:16][CH:15]=[CH:14][CH:13]=2)=[CH:10][C:9]([N+:18]([O-:20])=[O:19])=[CH:8][C:7]=1[C:21]1[CH:26]=[CH:25][CH:24]=[CH:23][CH:22]=1.[K+].[Br-]>>[N+:18]([C:9]1[CH:8]=[C:7]([C:21]2[CH:26]=[CH:25][CH:24]=[CH:23][CH:22]=2)[C:6]([O:5][CH2:4][C:3]([OH:27])=[O:2])=[C:11]([C:12]2[CH:13]=[CH:14][CH:15]=[CH:16][CH:17]=2)[CH:10]=1)([O-:20])=[O:19] |f:1.2|. Reported procedure: The title compound was prepared as a white solid (0.229 g, 86%) from (5′-nitro-[1,1′;3′,1″]terphenyl-2′-yloxy)acetic acid methyl ester using a procedure similar to step2 of Example 36, mp 153.5-156° C.; 1H NMR (DMSO-d6) δ3.92 (s, 2H), 7.42-7.52 (m, 6H), 7.61-7.65 (m, 4H), 8.13 (s, 2H), 12.15-13.20 (bs, 1H); IR (KBr) 3410, 3070, 2910, 2570, 1750, 1705, 1590, 1525, 1500, 1450, 1410, 1395, 1350, 1305, 1290, 1250, 1220, 1110, 1070, 910, 745, 725, and 710 cm−1; mass spectrum [EI], m/z 349 (M)+; Anal.... Reactants: Cl (HCl), ClC1=NC=CC=C1[N+](=O)[O-] (2-chloro-3-nitro-pyridine), COC(CC1=C(C=C(C=C1)N)C)=O ((4-amino-2-methyl-phenyl)-acetic acid methyl ester), O1CCOCC1 (dioxane), solution. Run in CO.O1CCOCC1 (MeOH dioxane). Reaction conditions: temperature 100 celsius, time 54 hour. Product: COC(CC1=C(C=C(C=C1)NC1=NC=CC=C1[N+](=O)[O-])C)=O ([2-Methyl-4-(3-nitro-pyridin-2-ylamino)-phenyl]-acetic acid methyl ester). As a reaction SMILES: Cl[C:2]1[C:7]([N+:8]([O-:10])=[O:9])=[CH:6][CH:5]=[CH:4][N:3]=1.[CH3:11][O:12][C:13](=[O:23])[CH2:14][C:15]1[CH:20]=[CH:19][C:18]([NH2:21])=[CH:17][C:16]=1[CH3:22].Cl.O1CCOCC1>CO.O1CCOCC1>[CH3:11][O:12][C:13](=[O:23])[CH2:14][C:15]1[CH:20]=[CH:19][C:18]([NH:21][C:2]2[C:7]([N+:8]([O-:10])=[O:9])=[CH:6][CH:5]=[CH:4][N:3]=2)=[CH:17][C:16]=1[CH3:22] |f:4.5|. Procedure details: A mixture of 2-chloro-3-nitro-pyridine (1.5 g, 9.46 mmol), (4-amino-2-methyl-phenyl)-acetic acid methyl ester (3.39 g 18.9 mmol, 2 equiv), and a 4 N solution of HCl in dioxane (6.9 mL, 28.0 mmol, 2.9 equiv) in MeOH/dioxane (30 mL; 1:1, v/v) is stirred for 54 h at 100° C. The reaction mixture is allowed to cool to rt and concentrated in vacuo. The residue is dissolved in EtOAc, washed with a saturated aqueous solution of NaHCO3, dried (Na2SO4), filtered and concentrated. Purification of the crude... Starting materials: FC(C(=O)N1[C@@H]2CC3=C([C@](CC1)(C2(C)C)C)C=C(C(=C3)[N+](=O)[O-])[N+](=O)[O-])(F)F (2,2,2-trifluoro-1-[(2R,6S)-6,11,11-trimethyl-8,9-dinitro-1,2,5,6-tetrahydro-4H-2,6-methano-benzo[d]azocin-3-yl]-ethanone). Reagents/catalysts: [Pd] (palladium on carbon). Run in CO (methanol). Reaction conditions: time 2 hour. Product: NC1=CC2=C(C[C@H]3N(CC[C@@]2(C3(C)C)C)C(C(F)(F)F)=O)C=C1N (1-[(2R,6S)-8,9-Diamino-6,11,11-trimethyl-1,2,5,6-tetrahydro-4H-2,6-methano-benzo[d]azocin-3-yl]-2,2,2-trifluoro-ethanone). RXN SMILES: [F:1][C:2]([F:28])([F:27])[C:3]([N:5]1[CH2:12][CH2:11][C@:10]2([CH3:16])[C:13]([CH3:15])([CH3:14])[C@H:6]1[CH2:7][C:8]1[CH:20]=[C:19]([N+:21]([O-])=O)[C:18]([N+:24]([O-])=O)=[CH:17][C:9]=12)=[O:4]>[Pd].CO>[NH2:24][C:18]1[C:19]([NH2:21])=[CH:20][C:8]2[CH2:7][C@@H:6]3[C:13]([CH3:14])([CH3:15])[C@:10]([CH3:16])([C:9]=2[CH:17]=1)[CH2:11][CH2:12][N:5]3[C:3](=[O:4])[C:2]([F:28])([F:1])[F:27]. Procedure details: A mixture of 10% palladium on carbon (300 mg) and 2,2,2-trifluoro-1-[(2R,6S)-6,11,11-trimethyl-8,9-dinitro-1,2,5,6-tetrahydro-4H-2,6-methano-benzo[d]azocin-3-yl]-ethanone (330 mg) in methanol (5 mL) is shaken under hydrogen atmosphere at room temperature for 2 h. Then, the catalyst is separated by filtration and the solvent is removed under reduced pressure to give the crude title compound that is used without further purification. Starting materials: ClC=1C2=C(N=C(N1)N1CCOCC1)N(CC2)C=2C=NC=CC2 (4-chloro-2-morpholin-4-yl-7-pyridin-3-yl-6,7-dihydro-5H-pyrrolo[2,3-d]pyrimidine), COC1=NC=CC=C1B1OC(C(O1)(C)C)(C)C (2-methoxy-3-(4,4,5,5-tetramethyl-[1,3,2]dioxaborolan-2-yl)-pyridine), B(O)O (boronic acid). Yields the product COC1=NC=CC=C1C=1C2=C(N=C(N1)N1CCOCC1)N(CC2)C=2C=NC=CC2 (4-(2-Methoxy-pyridin-3-yl)-2-morpholin-4-yl-7-pyridin-3-yl-6,7-dihydro-5H-pyrrolo[2,3-d]pyrimidine). Reaction SMILES: Cl[C:2]1[C:3]2[CH2:16][CH2:15][N:14]([C:17]3[CH:18]=[N:19][CH:20]=[CH:21][CH:22]=3)[C:4]=2[N:5]=[C:6]([N:8]2[CH2:13][CH2:12][O:11][CH2:10][CH2:9]2)[N:7]=1.[CH3:23][O:24][C:25]1[C:30](B2OC(C)(C)C(C)(C)O2)=[CH:29][CH:28]=[CH:27][N:26]=1.B(O)O>>[CH3:23][O:24][C:25]1[C:30]([C:2]2[C:3]3[CH2:16][CH2:15][N:14]([C:17]4[CH:18]=[N:19][CH:20]=[CH:21][CH:22]=4)[C:4]=3[N:5]=[C:6]([N:8]3[CH2:13][CH2:12][O:11][CH2:10][CH2:9]3)[N:7]=2)=[CH:29][CH:28]=[CH:27][N:26]=1. Reported procedure: In the same manner as Example 1-B-10, using 4-chloro-2-morpholin-4-yl-7-pyridin-3-yl-6,7-dihydro-5H-pyrrolo[2,3-d]pyrimidine, and 2-methoxy-3-(4,4,5,5-tetramethyl-[1,3,2]dioxaborolan-2-yl)-pyridine as a boronic acid, the desired compound was obtained. Reactants: CCCc1nc(S)nc(O)c1Cc1ccc(-c2ccccc2C#N)cc1, CI, CO, [K+], [OH-]. Product: CCCc1nc(SC)nc(O)c1Cc1ccc(-c2ccccc2C#N)cc1. RXN SMILES: [CH2:1]([CH2:2][CH3:3])[c:4]1[c:5]([CH2:12][c:13]2[cH:14][cH:15][c:16](-[c:19]3[c:20]([C:25]#[N:26])[cH:21][cH:22][cH:23][cH:24]3)[cH:17][cH:18]2)[c:6]([OH:11])[n:7][c:8]([SH:10])[n:9]1.[CH3:29][I:30].[CH3:31][OH:32].[K+:28].[OH-:27]>>[CH2:1]([CH2:2][CH3:3])[c:4]1[c:5]([CH2:12][c:13]2[cH:14][cH:15][c:16](-[c:19]3[c:20]([C:25]#[N:26])[cH:21][cH:22][cH:23][cH:24]3)[cH:17][cH:18]2)[c:6]([OH:11])[n:7][c:8]([S:10][CH3:29])[n:9]1. Starting materials: C(C)OC1=C(C#N)C(=CC(=C1)C1=NC(=NC(=C1)N1[C@@H](CCC1)C)NC)F (2-(ethyloxy)-6-fluoro-4-{2-(methylamino)-6-[(2R)-2-methyl-1-pyrrolidinyl]-4-pyrimidinyl}benzonitrile), CCO (EtOH), CCN(C(C)C)C(C)C (Hunig's base), NN (hydrazine). Solvent: O (Water). Run at temperature 100 celsius, time 8 hour. Product: C(C)OC1=C2C(=NNC2=CC(=C1)C1=NC(=NC(=C1)N1[C@@H](CCC1)C)NC)N (4-(Ethyloxy)-6-{2-(methylamino)-6-[(2R)-2-methyl-1-pyrrolidinyl]-4-pyrimidinyl}-1H-indazol-3-amine). Isolated yield 53.3%. Reaction SMILES: [CH2:1]([O:3][C:4]1[CH:11]=[C:10]([C:12]2[CH:17]=[C:16]([N:18]3[CH2:22][CH2:21][CH2:20][C@H:19]3[CH3:23])[N:15]=[C:14]([NH:24][CH3:25])[N:13]=2)[CH:9]=[C:8](F)[C:5]=1[C:6]#[N:7])[CH3:2].CCO.CCN(C(C)C)C(C)C.[NH2:39][NH2:40]>O>[CH2:1]([O:3][C:4]1[CH:11]=[C:10]([C:12]2[CH:17]=[C:16]([N:18]3[CH2:22][CH2:21][CH2:20][C@H:19]3[CH3:23])[N:15]=[C:14]([NH:24][CH3:25])[N:13]=2)[CH:9]=[C:8]2[C:5]=1[C:6]([NH2:7])=[N:39][NH:40]2)[CH3:2]. Procedure: In a sealable tube, 2-(ethyloxy)-6-fluoro-4-{2-(methylamino)-6-[(2R)-2-methyl-1-pyrrolidinyl]-4-pyrimidinyl}benzonitrile (87 mg, 0.245 mmol), EtOH (5 mL), Hunig's base (0.046 mL, 1.469 mmol), and hydrazine anhydrous (0.043 mL, 0.245 mmol) were added, and the yellow suspension mixture was heated at 100° C. overnight in an oil bath. After overnight, there was a yellow solution as well as a little amount of white colored solid formed. LCMS showed no more starting material. The reaction was cooled t... As a reaction SMILES: [BH4-:24].[CH:1]1([CH2:7][O:8][C:9](=[O:10])[NH:11][CH:12]([CH2:13][c:14]2[cH:15][cH:16][c:17]([OH:20])[cH:18][cH:19]2)[C:21](=[O:22])[OH:23])[CH2:2][CH2:3][CH2:4][CH2:5][CH2:6]1.[ClH:26].[Na+:25].[O:27]1[CH2:28][CH2:29][CH2:30][CH2:31]1>>[CH:1]1([CH2:7][O:8][C:9](=[O:10])[NH:11][CH:12]([CH2:13][c:14]2[cH:15][cH:16][c:17]([OH:20])[cH:18][cH:19]2)[CH2:21][OH:22])[CH2:2][CH2:3][CH2:4][CH2:5][CH2:6]1. Product: O=C(NC(CO)Cc1ccc(O)cc1)OCC1CCCCC1. The reactants are [BH4-], O=C(NC(Cc1ccc(O)cc1)C(=O)O)OCC1CCCCC1, Cl, [Na+], C1CCOC1.